Dataset: the Open Reaction Database (ORD), a public repository of structured organic reaction records. Task: describe an organic reaction: reactants, conditions, products, and yield Reactants: F[C@@H](C=O)C1=CC(=CC=C1)Br ((R)-2-fluoro-2-(3-bromophenyl)acetaldehyde), [BH4-].[Na+] (NaBH4), [NH4+].[Cl-] (NH4Cl). Run in C(Cl)Cl (CH2Cl2), C(C)O (ethanol), C(Cl)Cl (CH2Cl2). Reaction conditions: temperature 0 celsius, time 30 minute. Yields the product F[C@@H](CO)C1=CC(=CC=C1)Br ((R)-2-fluro-2-(3-bromophenyl)-1-ethanol). As a reaction SMILES: [F:1][C@H:2]([C:5]1[CH:10]=[CH:9][CH:8]=[C:7]([Br:11])[CH:6]=1)[CH:3]=[O:4].[BH4-].[Na+].[NH4+].[Cl-]>C(Cl)Cl.C(O)C>[F:1][C@H:2]([C:5]1[CH:10]=[CH:9][CH:8]=[C:7]([Br:11])[CH:6]=1)[CH2:3][OH:4] |f:1.2,3.4|. Procedure: A solution of (R)-2-fluoro-2-(3-bromophenyl)acetaldehyde in CH2Cl2 and ethanol is treated with NaBH4 (189 mg, 5 mmol), stirred for 30 min, cooled to 0° C., treated with saturated NH4Cl, warmed to room temperature, stirred vigorously for 1 h at room temperature and diluted with CH2Cl2. The phases are separated. The aqueous phase is extracted with CH2Cl2. The organic phase and the extracts are combined, washed with NaHCO3 and brine, dried over MgSO4 and concentrated in vacuo. The resultant residue... Starting materials: C1(CCCC1)NP(OCC)(OCC)=S (O,O-diethyl cyclopentylphosphoramidothioate), CN(C(C(=NOC(=O)NC)SC)=O)C (methyl 2-(dimethylamino)-N-[[(methylamino)carbonyl]oxy]-2-oxoethanimidothioate), S(=O)(Cl)Cl (thionyl chloride). The solvent is N1=CC=CC=C1 (pyridine). Product: CN(C(C(=NOC(=O)NCS(=O)N(C1CCCC1)P(=S)(OCC)OCC)SC)=O)C (Methyl 2-(dimethylamino)-N-[[[[[(diethoxyphosphinothioyl)cyclopentylamino]sulfinyl]methylamino]carbonyl]oxy]-2-oxoethanimidothioate), oil. As a reaction SMILES: [CH3:1][N:2]([CH3:14])[C:3](=[O:13])[C:4]([S:11][CH3:12])=[N:5][O:6][C:7]([NH:9][CH3:10])=[O:8].[S:15](Cl)(Cl)=[O:16].[CH:19]1([NH:24][P:25](=[S:32])([O:29][CH2:30][CH3:31])[O:26][CH2:27][CH3:28])[CH2:23][CH2:22][CH2:21][CH2:20]1>N1C=CC=CC=1>[CH3:14][N:2]([CH3:1])[C:3](=[O:13])[C:4]([S:11][CH3:12])=[N:5][O:6][C:7]([NH:9][CH2:10][S:15]([N:24]([P:25]([O:29][CH2:30][CH3:31])([O:26][CH2:27][CH3:28])=[S:32])[CH:19]1[CH2:20][CH2:21][CH2:22][CH2:23]1)=[O:16])=[O:8]. Procedure: Methyl 2-(dimethylamino)-N-[[[[[(diethoxyphosphinothioyl)cyclopentylamino]sulfinyl]methylamino]carbonyl]oxy]-2-oxoethanimidothioate was prepared by the procedure employed in Example 21, by reacting methyl 2-(dimethylamino)-N-[[(methylamino)carbonyl]oxy]-2-oxoethanimidothioate (3.29 g, 0.015 mole), thionyl chloride (1.79 g, 0.015 mole), and O,O-diethyl cyclopentylphosphoramidothioate (3.56 g, 0.015 mole) in pyridine (10 ml). Column chromatography afforded 2.5 g of an oil of the formula below, nD2... Reactants: FC(S(=O)(=O)OC=1C=C2CCN(CC2=CC1)C(=O)OC(C)(C)C)(F)F (tert.-butyl 6-(trifluoromethanesulphonyloxy)-3,4-dihydro-1H-isoquinoline-2-carboxylate), ClC=1C=C(C=C(C1)Cl)OB(O)O (3,5-dichlorophenylboric acid), C(O)([O-])=O.[Na+] (sodium hydrogen carbonate), [OH-].[Na+] (sodium hydroxide). Reagents/catalysts: [Pd].C1(=CC=CC=C1)P(C1=CC=CC=C1)C1=CC=CC=C1.C1(=CC=CC=C1)P(C1=CC=CC=C1)C1=CC=CC=C1.C1(=CC=CC=C1)P(C1=CC=CC=C1)C1=CC=CC=C1.C1(=CC=CC=C1)P(C1=CC=CC=C1)C1=CC=CC=C1 (tetrakis-(triphenylphosphine)-palladium). Run in C(OC)COC (dimethoxyethane). Product: ClC=1C=C(C=C(C1)Cl)C=1C=C2CCN(CC2=CC1)C(=O)OC(C)(C)C (tert.-butyl 6-(3,5-dichlorophenyl)-3,4-dihydro-1H-isoquinoline-2-carboxylate). Isolated yield 90.5%. Reaction SMILES: FC(F)(F)S(O[C:7]1[CH:8]=[C:9]2[C:14](=[CH:15][CH:16]=1)[CH2:13][N:12]([C:17]([O:19][C:20]([CH3:23])([CH3:22])[CH3:21])=[O:18])[CH2:11][CH2:10]2)(=O)=O.[Cl:26][C:27]1[CH:28]=[C:29](OB(O)O)[CH:30]=[C:31]([Cl:33])[CH:32]=1.C(=O)([O-])O.[Na+].[OH-].[Na+]>C(COC)OC.[Pd].C1(P(C2C=CC=CC=2)C2C=CC=CC=2)C=CC=CC=1.C1(P(C2C=CC=CC=2)C2C=CC=CC=2)C=CC=CC=1.C1(P(C2C=CC=CC=2)C2C=CC=CC=2)C=CC=CC=1.C1(P(C2C=CC=CC=2)C2C=CC=CC=2)C=CC=CC=1>[Cl:26][C:27]1[CH:28]=[C:29]([C:7]2[CH:8]=[C:9]3[C:14](=[CH:15][CH:16]=2)[CH2:13][N:12]([C:17]([O:19][C:20]([CH3:23])([CH3:22])[CH3:21])=[O:18])[CH2:11][CH2:10]3)[CH:30]=[C:31]([Cl:33])[CH:32]=1 |f:2.3,4.5,7.8.9.10.11|. Reported procedure: A solution of 3.81 g of crude tert.-butyl 6-(trifluoromethanesulphonyloxy)-3,4-dihydro-1H-isoquinoline-2-carboxylate in 40 ml of dimethoxyethane was treated under argon with 2.01 g (0.0105 mol) of 3,5-dichlorophenylboric acid and 13.5 ml (0.027 mol) of an aqueous 2N sodium hydrogen carbonate solution. The mixture was saturated with argon, 0.578 g (0.00050 mol) of tetrakis-(triphenylphosphine)-palladium was added thereto and the mixture was boiled at reflux for 20 hours. The mixture was cooled, p... Reactants: OCCOCCOCCO, CNS(=O)(=O)c1cscc1CCl, Cl, N#C[K]. The product is CNS(=O)(=O)c1cscc1CC#N. As a reaction SMILES: [CH2:17]([OH:18])[CH2:19][O:20][CH2:21][CH2:22][O:23][CH2:24][CH2:25][OH:26].[Cl:1][CH2:2][c:3]1[cH:4][s:5][cH:6][c:7]1[S:8](=[O:9])(=[O:10])[NH:11][CH3:12].[ClH:16].[K:13][C:14]#[N:15]>>[CH2:2]([c:3]1[cH:4][s:5][cH:6][c:7]1[S:8](=[O:9])(=[O:10])[NH:11][CH3:12])[C:14]#[N:15]. Product: FC1=C(C=CC=C1SC)C=1CCNCC1 (4-[2-FLUORO-3-(METHYLTHIO)PHENYL]-1,2,3,6-TETRAHYDROPYRIDINE). As a reaction SMILES: [F:1][C:2]1[C:7]([S:8][CH3:9])=[CH:6][CH:5]=[CH:4][C:3]=1[C:10]1(O)[CH2:15][CH2:14][N:13](C(OC(C)(C)C)=O)[CH2:12][CH2:11]1>FC(F)(F)C(O)=O>[F:1][C:2]1[C:7]([S:8][CH3:9])=[CH:6][CH:5]=[CH:4][C:3]=1[C:10]1[CH2:15][CH2:14][NH:13][CH2:12][CH:11]=1. Procedure: Preparation according to preparation 2: Tert-butyl 4-[2-fluoro-3-(methylthio)-phenyl]-4-hydroxy-piperidine-1-carboxylate (2.0 g, 5.86 mmol), trifluoroacetic acid (20 ml). Yield: 1.42 g. MS m/z (rel. intensity, 70 eV) 223 (M+, bp), 222 (32), 147 (61), 146 (47), 133 (27). Starting materials: FC1=C(C=CC=C1SC)C1(CCN(CC1)C(=O)OC(C)(C)C)O (Tert-butyl 4-[2-fluoro-3-(methylthio)-phenyl]-4-hydroxy-piperidine-1-carboxylate), ( 47 ), ( 27 ), ( 32 ), ( 61 ). Run in FC(C(=O)O)(F)F (trifluoroacetic acid).